Task: describe an organic reaction: reactants, conditions, products, and yield. Dataset: the Open Reaction Database (ORD), a public repository of structured organic reaction records Reactants: CC(=O)O, CC(Cl)Cl, O=Cc1cccc(OC(F)(F)C(F)F)c1, Nc1cccc(S)c1. Product: FC(F)C(F)(F)Oc1cccc(CNc2cccc(S)c2)c1. Reaction SMILES: [CH3:24][C:25](=[O:26])[OH:27].[Cl:28][CH:29]([Cl:30])[CH3:31].[F:9][C:10]([CH:11]([F:12])[F:13])([O:14][c:15]1[cH:16][c:17]([CH:18]=[O:19])[cH:20][cH:21][cH:22]1)[F:23].[NH2:1][c:2]1[cH:3][c:4]([SH:8])[cH:5][cH:6][cH:7]1>>[NH:1]([c:2]1[cH:3][c:4]([SH:8])[cH:5][cH:6][cH:7]1)[CH2:18][c:17]1[cH:16][c:15]([O:14][C:10]([F:9])([CH:11]([F:12])[F:13])[F:23])[cH:22][cH:21][cH:20]1. Reactants: Cl.C(#N)C1=CC=C(C=C1)C1=CC=CC=2N1C=NC2 (5-(p-cyanophenyl)imidazo[1,5-a]pyridine hydrochloride). The reagents and catalysts are [Pd] (palladium on charcoal). Solvent: CO (methanol). Yields the product C(#N)C1=CC=C(C=C1)C1CCCC=2N1C=NC2 (5-(p-Cyanophenyl)-5,6,7,8-tetrahydroimidazo[1,5-a]pyridine). RXN SMILES: Cl.[C:2]([C:4]1[CH:9]=[CH:8][C:7]([C:10]2[N:15]3[CH:16]=[N:17][CH:18]=[C:14]3[CH:13]=[CH:12][CH:11]=2)=[CH:6][CH:5]=1)#[N:3]>CO.[Pd]>[C:2]([C:4]1[CH:5]=[CH:6][C:7]([CH:10]2[N:15]3[CH:16]=[N:17][CH:18]=[C:14]3[CH2:13][CH2:12][CH2:11]2)=[CH:8][CH:9]=1)#[N:3] |f:0.1|. Reported procedure: A solution of 54 mg of 5-(p-cyanophenyl)imidazo[1,5-a]pyridine hydrochloride in 5.0 ml methanol is hydrogenated at room temperature and atmospheric pressure for 30 min with 0.1 g of 10% palladium on charcoal. The catalyst is filtered and 0.21 ml of 1N sodium hydroxide is added. The filtrate is evaporated, taken up in 10 ml of methylene chloride and filtered through Celite®. Evaporation yields an oil which is chromatographed on silica gel with ethyl acetate to yield the title compound, m.p. 117°-... Starting materials: COC1=CC=C(C=C1)C=1N=NC(=CC1C1=CC=C(C=C1)OC)Cl (3,4-bis(4-methoxyphenyl)-6-chloropyridazine), COC=1C=C(N)C=C(C1OC)OC (3,4,5-trimethoxy aniline). Yields the product COC1=CC=C(C=C1)C=1N=NC(=CC1C1=CC=C(C=C1)OC)NC1=CC(=C(C(=C1)OC)OC)OC (3,4-bis(4-methoxyphenyl)-6-(3,4,5-trimethoxyanilino)pyridazine), powder. The yield is 71.3%. Reaction SMILES: [CH3:1][O:2][C:3]1[CH:8]=[CH:7][C:6]([C:9]2[N:10]=[N:11][C:12](Cl)=[CH:13][C:14]=2[C:15]2[CH:20]=[CH:19][C:18]([O:21][CH3:22])=[CH:17][CH:16]=2)=[CH:5][CH:4]=1.[CH3:24][O:25][C:26]1[CH:27]=[C:28]([CH:30]=[C:31]([O:35][CH3:36])[C:32]=1[O:33][CH3:34])[NH2:29]>>[CH3:1][O:2][C:3]1[CH:8]=[CH:7][C:6]([C:9]2[N:10]=[N:11][C:12]([NH:29][C:28]3[CH:30]=[C:31]([O:35][CH3:36])[C:32]([O:33][CH3:34])=[C:26]([O:25][CH3:24])[CH:27]=3)=[CH:13][C:14]=2[C:15]2[CH:20]=[CH:19][C:18]([O:21][CH3:22])=[CH:17][CH:16]=2)=[CH:5][CH:4]=1. Reported procedure: In a similar manner as in Example 2, 3,4-bis(4-methoxyphenyl)-6-chloropyridazine (150.0 mg, 0.459 mmol) and 3,4,5-trimethoxy aniline were reacted as starting materials at 140° C. for 5 hours and post treatment was then conducted, whereby the title compound was obtained as a pale yellow crystalline powder (155.0 mg, 71.3%). Melting point: 125.4-126.3° C. (chloroform-hexane). Reactants: COC(=O)C1=NC(=NC(=C1OC(C1=CC=CC=C1)=O)O)C1N(CCC1)C(=O)OC(C)(C)C (Methyl-5-(benzoyloxy)-2-[1-(tert-butoxycarbonyl)pyrrolidin-2-yl]-6-hydroxypyrimidine-4-carboxylate), C(=O)(C(F)(F)F)O.C(Cl)Cl (TFA CH2Cl2). Reaction conditions: time 1 hour. Yields the product C(C1=CC=CC=C1)(=O)OC1=C(N=C(N(C1=O)C)C1NCCC1)C(=O)OC (Methyl 5-(benzoyloxy)-1-methyl-6-oxo-2-pyrrolidin-2-yl-1,6-dihydropyrimidine-4-carboxylate). Reaction SMILES: [CH3:1][O:2][C:3]([C:5]1[C:10]([O:11][C:12](=[O:19])[C:13]2[CH:18]=[CH:17][CH:16]=[CH:15][CH:14]=2)=[C:9]([OH:20])[N:8]=[C:7]([CH:21]2[CH2:25][CH2:24][CH2:23][N:22]2C(OC(C)(C)C)=O)[N:6]=1)=[O:4].[C:33](O)(C(F)(F)F)=O.C(Cl)Cl>>[C:12]([O:11][C:10]1[C:9](=[O:20])[N:8]([CH3:33])[C:7]([CH:21]2[CH2:25][CH2:24][CH2:23][NH:22]2)=[N:6][C:5]=1[C:3]([O:2][CH3:1])=[O:4])(=[O:19])[C:13]1[CH:14]=[CH:15][CH:16]=[CH:17][CH:18]=1 |f:1.2|. Procedure: Methyl-5-(benzoyloxy)-2-[1-(tert-butoxycarbonyl)pyrrolidin-2-yl]-6-hydroxypyrimidine-4-carboxylate was treated with TFA:CH2Cl2 (3:7) at 0° C. The solution was warmed to room temperature and the progress of the reaction was monitored by MS analysis. After 1 h the reaction was complete and the solvent was removed under reduced pressure using a rotatory evaporator. The title product was precipitated with Et2O and collected by filtration. The reactants are O=C(NCCCC=1C=CC=CC1C)C(F)(F)F. Reagents/catalysts: O1B(OC(C)(C)C1(C)C)B2OC(C)(C)C(O2)(C)C, O=S(=O)([O-])CC=1C=NC(=CC1)C2=NC=C(C=C2)C.CCCC[N+](CCCC)(CCCC)CCCC, C[OH2+].C[OH2+].C1CC=CCCC=C1.C1CC=CCCC=C1.[Ir].[Ir]. The solvent is O1CCCC1. Run at temperature 50 celsius, time 20 hour. Product: O=C(NCCCC1=CC(=CC=C1C)B2OC(C)(C)C(O2)(C)C)C(F)(F)F, O=C(NCCCC1=CC=C(C=C1C)B2OC(C)(C)C(O2)(C)C)C(F)(F)F. Yield: 7.0%. Procedure details: Following general procedure F using 2,2,2‐trifluoro‐N‐(3‐(o‐tolyl)propyl)acetamide (61.3 mg, 0.25 mmol), B2pin2 (127 mg, 0.50 mmol), [Ir(COD)OMe]2 (2.5 mg, 0.00375 mmol) and 1A (3.8 mg, 0.0075 mmol) in THF (1.25 mL). The reaction was stirred at 50 °C for 20 hours before cooling and the solvents removed. Analysis of crude 1 H NMR using internal standard 1,2‐dimethoxyethane showed 13.0:1 meta:para borylation in 86% yield. The crude product was purified by silica gel chromatography (Pet. Ether (40‐... Yields the product C1(CC1)C(C1=CNC2=C(C=CC=C12)CSC)C1=C(C=C(C=C1)Cl)Cl (3-[Cyclopropyl(2,4-dichlorophenyl)methyl]-7-[(methylsulfanyl)methyl]-1H-indole). Reaction conditions: time 30 minute. Starting materials: FC(C(=O)O)(F)F (trifluoroacetic acid), C1(CC1)C(O)C1=C(C=C(C=C1)Cl)Cl (Cyclopropyl(2,4-dichlorophenyl)methanol), CSCC=1C=CC=C2C=CNC12 (7-[(Methylsulfanyl)methyl]-1H-indole). Reaction SMILES: FC(F)(F)C(O)=O.[CH:8]1([CH:11]([C:13]2[CH:18]=[CH:17][C:16]([Cl:19])=[CH:15][C:14]=2[Cl:20])O)[CH2:10][CH2:9]1.[CH3:21][S:22][CH2:23][C:24]1[CH:25]=[CH:26][CH:27]=[C:28]2[C:32]=1[NH:31][CH:30]=[CH:29]2>ClCCl>[CH:8]1([CH:11]([C:13]2[CH:18]=[CH:17][C:16]([Cl:19])=[CH:15][C:14]=2[Cl:20])[C:29]2[C:28]3[C:32](=[C:24]([CH2:23][S:22][CH3:21])[CH:25]=[CH:26][CH:27]=3)[NH:31][CH:30]=2)[CH2:10][CH2:9]1. Solvent: ClCCl (dichloromethane). Reported procedure: 0.2 ml (2.76 mmol) of trifluoroacetic acid was added to 500 mg (2.30 mmol) of the compound from Example 147A and 408 mg (2.30 mmol) of the compound from Example 8A in 32 ml of dichloromethane, and the mixture was stirred at RT for 30 min. It was concentrated and the residue was purified by preparative HPLC (RP18 column; mobile phase: acetonitrile/water gradient with addition of 0.1% formic acid) to result in 342 mg (35% of theory) of the title compound as mixture of diastereomers. The reactants are O1CCC2=C1C=CC(=C2)N=C=O (2,3-dihydrobenzofuran-5-yl isocyanate), COC1=C(C=C(N)C=C1)N1CCN(CC1)C (4-methoxy-3-(4-methylpiperazin-1-yl)aniline). Solvent: C(Cl)Cl (CH2Cl2), C(Cl)Cl (CH2Cl2). The product is O1CCC2=C1C=CC(=C2)NC(=O)NC2=CC(=C(C=C2)OC)N2CCN(CC2)C (N-[2,3-Dihydrobenzofuran-5-yl]-N'-[4-methoxy-3-(4-methylpiperazin-1-yl)phenyl]urea). Yield: 47.3%. Reaction SMILES: [O:1]1[C:5]2[CH:6]=[CH:7][C:8]([N:10]=[C:11]=[O:12])=[CH:9][C:4]=2[CH2:3][CH2:2]1.[CH3:13][O:14][C:15]1[CH:21]=[CH:20][C:18]([NH2:19])=[CH:17][C:16]=1[N:22]1[CH2:27][CH2:26][N:25]([CH3:28])[CH2:24][CH2:23]1>C(Cl)Cl>[O:1]1[C:5]2[CH:6]=[CH:7][C:8]([NH:10][C:11]([NH:19][C:18]3[CH:20]=[CH:21][C:15]([O:14][CH3:13])=[C:16]([N:22]4[CH2:23][CH2:24][N:25]([CH3:28])[CH2:26][CH2:27]4)[CH:17]=3)=[O:12])=[CH:9][C:4]=2[CH2:3][CH2:2]1. Procedure: To a stirred solution of 2,3-dihydrobenzofuran-5-yl isocyanate (D3, 0.248 g, 1.5 mmol) in CH2Cl2 (20 ml) was added to a solution of 4-methoxy-3-(4-methylpiperazin-1-yl)aniline (EP 0533268A1, 0.309 g, 1.4 mmol) in CH2Cl2 (10 ml). After 18 hours a precipitate had formed which was filtered off, washed with CH2Cl2 and dried under vacuum to afford the title compound as a cream coloured solid (0.253 g, 47%). Reactants: CC1=NC(=CC=C1)C#CC=C1CCN(CC1)C1=CC=CC=C1 (2-Methyl-6-[3-(1-phenylpiperidin-4-ylidene)prop-1-ynyl]pyridine), FC=1C=C(C=C(C1)F)C#CCC1CCNCC1 (4-[3-(3,5-Difluorophenyl)prop-2-ynyl]piperidine), BrC1=C(C#N)C=CC=C1 (2-bromobenzonitrile). Product: FC=1C=C(C=C(C1)F)C#CCC1CCN(CC1)C1=C(C#N)C=CC=C1 (2-{4-[3-(3,5-Difluorophenyl)prop-2-yn-1-yl]piperidin-1-yl}benzonitrile). RXN SMILES: CC1C=CC=C(C#CC=C2CCN(C3C=CC=CC=3)CC2)N=1.[F:23][C:24]1[CH:25]=[C:26]([C:31]#[C:32][CH2:33][CH:34]2[CH2:39][CH2:38][NH:37][CH2:36][CH2:35]2)[CH:27]=[C:28]([F:30])[CH:29]=1.Br[C:41]1[CH:48]=[CH:47][CH:46]=[CH:45][C:42]=1[C:43]#[N:44]>>[F:23][C:24]1[CH:25]=[C:26]([C:31]#[C:32][CH2:33][CH:34]2[CH2:35][CH2:36][N:37]([C:41]3[CH:48]=[CH:47][CH:46]=[CH:45][C:42]=3[C:43]#[N:44])[CH2:38][CH2:39]2)[CH:27]=[C:28]([F:30])[CH:29]=1. Procedure: The title compound was prepared following the procedure described for the compound of Example 42, but using Compound 248a instead of the Compound of Example 3 and 2-bromobenzonitrile instead of bromobenzene. The crude was purified by preparative RP LC-MS chromatography, using MS-C18 XTerra column 30×50 mm eluting with ammonium bicarbonate 20 mM pH 8 buffer-acetonitrile gradient, affording the title product as a brown oil. Reactants: CCOC(=O)C=Cc1ccc(NC(=O)c2cc([Si](C)(C)C)cc([Si](C)(C)C)c2)nc1, CCO, Cl, [Na+], [OH-]. Yields the product C[Si](C)(C)c1cc(C(=O)Nc2ccc(C=CC(=O)O)cn2)cc([Si](C)(C)C)c1. RXN SMILES: [CH3:1][Si:2]([c:3]1[cH:4][c:5]([C:6](=[O:7])[NH:8][c:9]2[cH:10][cH:11][c:12]([CH:15]=[CH:16][C:17](=[O:18])[O:19][CH2:20][CH3:21])[cH:13][n:14]2)[cH:22][c:23]([Si:25]([CH3:26])([CH3:27])[CH3:28])[cH:24]1)([CH3:29])[CH3:30].[CH3:34][CH2:35][OH:36].[ClH:33].[Na+:32].[OH-:31]>>[CH3:1][Si:2]([c:3]1[cH:4][c:5]([C:6](=[O:7])[NH:8][c:9]2[cH:10][cH:11][c:12]([CH:15]=[CH:16][C:17](=[O:18])[OH:19])[cH:13][n:14]2)[cH:22][c:23]([Si:25]([CH3:26])([CH3:27])[CH3:28])[cH:24]1)([CH3:29])[CH3:30]. Reactants: C(C)C=1C=NC(=NC1)N1CCC(CC1)[C@@H]1[C@@H](C1)CCOC1=CC(=C(C=C1)CCO)F (2-[4-(2-{(1S,2R)-2-[1-(5-ethylpyrimidin-2-yl)piperidin-4-yl]cyclopropyl}ethoxy)-2-fluorophenyl]ethanol), N1(CCC1)C(CC1=C(C=C(C=C1F)O)F)=O (1-(azetidin-1-yl)-2-(2,6-difluoro-4-hydroxyphenyl) ethanone), C1(=CC=CC=C1)P(C1=CC=CC=C1)C1=CC=CC=C1 (Triphenylphosphine), N(=NC(=O)OC(C)(C)C)C(=O)OC(C)(C)C (di-tert-butyl azodicarboxylate). Run in ClCCl (dichloromethane), ClCCl (dichloromethane). Reaction conditions: time 3 hour. Yields the product C(C)C=1C=NC(=NC1)N1CCC(CC1)[C@@H]1[C@@H](C1)CCOC1=CC(=C(C=C1)CC(=O)OC)F (Methyl [4-(2-{(1S,2R)-2-[1-(5-ethylpyrimidin-2-yl)piperidin-4-yl]cyclopropyl}ethoxy)-2-fluorophenyl]acetate). Reaction SMILES: [CH2:1]([C:3]1[CH:4]=[N:5][C:6]([N:9]2[CH2:14][CH2:13][CH:12]([C@H:15]3[CH2:17][C@H:16]3[CH2:18][CH2:19][O:20][C:21]3[CH:26]=[CH:25][C:24]([CH2:27][CH2:28][OH:29])=[C:23]([F:30])[CH:22]=3)[CH2:11][CH2:10]2)=[N:7][CH:8]=1)[CH3:2].N1(C(=O)CC2C(F)=C[C:40]([OH:44])=CC=2F)CCC1.C1(P(C2C=CC=CC=2)C2C=CC=CC=2)C=CC=CC=1.N(C(OC(C)(C)C)=O)=NC(OC(C)(C)C)=O>ClCCl>[CH2:1]([C:3]1[CH:4]=[N:5][C:6]([N:9]2[CH2:10][CH2:11][CH:12]([C@H:15]3[CH2:17][C@H:16]3[CH2:18][CH2:19][O:20][C:21]3[CH:26]=[CH:25][C:24]([CH2:27][C:28]([O:44][CH3:40])=[O:29])=[C:23]([F:30])[CH:22]=3)[CH2:13][CH2:14]2)=[N:7][CH:8]=1)[CH3:2]. Reported procedure: To a solution of 2-[4-(2-{(1S,2R)-2-[1-(5-ethylpyrimidin-2-yl)piperidin-4-yl]cyclopropyl}ethoxy)-2-fluorophenyl]ethanol (0.200 g, 0.726 mmol) in 5 ml anhydrous dichloromethane at RT was added a solution of 1-(azetidin-1-yl)-2-(2,6-difluoro-4-hydroxyphenyl) ethanone (0.160 g, 0.871 mmol) in 5 ml anhydrous dichloromethane. Triphenylphosphine, polymer-bound (0.571 g, 1.90 mmol), and di-tert-butyl azodicarboxylate (0.334 g, 1.45 mmol) was added and the slurry stirred at RT for 3 hours. The mixture w...